This data is from the Open Reaction Database (ORD), a public repository of structured organic reaction records. The task is: describe an organic reaction: reactants, conditions, products, and yield The reactants are CC1(C)C(C=C2CCCC2)C1C(=O)O, CCOC(C)=O, CCOC(=NC(C)C)NC(C)C. The product is CCOC(=O)C1C(C=C2CCCC2)C1(C)C. As a reaction SMILES: [CH3:13][C:14]1([CH3:26])[CH:15]([C:23](=[O:24])[OH:25])[CH:16]1[CH:17]=[C:18]1[CH2:19][CH2:20][CH2:21][CH2:22]1.[CH3:27][CH2:28][O:29][C:30](=[O:31])[CH3:32].[CH:1]([CH3:2])([NH:3][C:4](=[N:5][CH:6]([CH3:7])[CH3:8])[O:9][CH2:10][CH3:11])[CH3:12]>>[CH2:1]([CH3:2])[O:25][C:23]([CH:15]1[C:14]([CH3:13])([CH3:26])[CH:16]1[CH:17]=[C:18]1[CH2:19][CH2:20][CH2:21][CH2:22]1)=[O:24]. As a reaction SMILES: C([S:4][CH2:5][CH2:6][CH2:7][C:8]([N:10]1[CH2:14][C:13]([C:15]2[CH:20]=[CH:19][C:18]([CH3:21])=[CH:17][CH:16]=2)=[CH:12][C@H:11]1[C:22]([OH:24])=[O:23])=[O:9])(=O)C.N>>[CH3:21][C:18]1[CH:19]=[CH:20][C:15]([C:13]2[CH2:14][N:10]([C:8](=[O:9])[CH2:7][CH2:6][CH2:5][SH:4])[C@H:11]([C:22]([OH:24])=[O:23])[CH:12]=2)=[CH:16][CH:17]=1. The reactants are C(C)(=O)SCCCC(=O)N1[C@@H](C=C(C1)C1=CC=C(C=C1)C)C(=O)O ((2S)-1-[4-(Acetylthio)-1-oxobutyl]-2,5-dihydro-4-[(4-methyl)phenyl]-1H-pyrrole-2-carboxylic acid), N (ammonia). Procedure details: The product from part (b) is treated with concentrated ammonia according to the procedure of Example 4 to yield (2S)-2,5-dihydro-4-[(4-methyl)-phenyl]-1-(4-mercapto-1-oxobutyl)-1H-pyrrole-2-carboxylic acid. Yields the product CC1=CC=C(C=C1)C1=C[C@H](N(C1)C(CCCS)=O)C(=O)O ((2S)-2,5-dihydro-4-[(4-methyl)-phenyl]-1-(4-mercapto-1-oxobutyl)-1H-pyrrole-2-carboxylic acid).